describe an organic reaction: reactants, conditions, products, and yield From a dataset of the Open Reaction Database (ORD), a public repository of structured organic reaction records. Starting materials: C(CCC)OC=1C=C(C=CC1)C(CNCC(=O)N(C)C)C(=O)OC(C)(C)C (2-[2-(3-butoxyphenyl)-(tert-butoxycarbonyl)ethylamino]-N,N-dimethylacetamide), Cl.CCOCC (HCl Et2O). The product is Cl.C(CCC)OC=1C=C(C=CC1)CCNCC(=O)N(C)C (2-[2-(3-Butoxyphenyl)-ethylamino]-N,N-dimethylacetamide hydrochloride). Yield: 95.0%. Reaction SMILES: [CH2:1]([O:5][C:6]1[CH:7]=[C:8]([CH:12](C(OC(C)(C)C)=O)[CH2:13][NH:14][CH2:15][C:16]([N:18]([CH3:20])[CH3:19])=[O:17])[CH:9]=[CH:10][CH:11]=1)[CH2:2][CH2:3][CH3:4].[ClH:28].CCOCC>>[ClH:28].[CH2:1]([O:5][C:6]1[CH:7]=[C:8]([CH2:12][CH2:13][NH:14][CH2:15][C:16]([N:18]([CH3:20])[CH3:19])=[O:17])[CH:9]=[CH:10][CH:11]=1)[CH2:2][CH2:3][CH3:4] |f:1.2,3.4|. Procedure details: A solution of 2-[2-(3-butoxyphenyl)-(tert-butoxycarbonyl)ethylamino]-N,N-dimethylacetamide (9.6 g, 25.3 mmol) in HCl/Et2O (127 ml) was stirred at room temperature for 16 h. The solvent was evaporated under reduced pressure, the residue was ground with a mixture of Et2O/iPr2O 50/50, filtered and washed with Et2O/iPr2O to obtain the title compound as white solid (1.71 g, yield 95%). Starting materials: nitro, C(C)(C)SC1=C(C=C(C=C1)[N+](=O)[O-])C(F)(F)F (4-(Isopropylthio)-3-(trifluoromethyl)nitrobenzene). Solvent: C(C)(=O)O (acetic acid). Product: C(C)(C)SC1=C(C=C(N)C=C1)C(F)(F)F (4-(isopropylthio)-3-(trifluoromethyl)aniline). Yield: 60.0%. As a reaction SMILES: [CH:1]([S:4][C:5]1[CH:10]=[CH:9][C:8]([N+:11]([O-])=O)=[CH:7][C:6]=1[C:14]([F:17])([F:16])[F:15])([CH3:3])[CH3:2]>C(O)(=O)C>[CH:1]([S:4][C:5]1[CH:10]=[CH:9][C:8]([NH2:11])=[CH:7][C:6]=1[C:14]([F:17])([F:15])[F:16])([CH3:3])[CH3:2]. Procedure details: A mixture containing 132.5 g (0.5 mole) of the nitro compound prepared as in (a) above, in 800 ml of 5% aqueous acetic acid was heated to reflux with stirring. The heat mantle was removed and 150 g of powdered iron was added at such a rate as to maintain reflux. After completion of the addition, the mixture was stirred and refluxed for one hour, and filtered while hot. The filtrate was extracted with ether (3×300 ml). The combined extracts were washed with 10% sodium carbonate, and then with wat...